Dataset: the Open Reaction Database (ORD), a public repository of structured organic reaction records. Task: describe an organic reaction: reactants, conditions, products, and yield The reactants are ClC1=CC(=C(N)C=C1CN(C(C)C)C(C)C)F (4-chloro-2-fluoro-5-(diisopropylaminomethyl)aniline), C1(C2C(C(=O)O1)CCC=C2)=O (tetrahydrophthalic anhydride). The solvent is C(C)(=O)O (acetic acid). Yields the product ClC1=CC(=C(C=C1CN(C(C)C)C(C)C)N1C(C2=C(C1=O)CCCC2)=O)F (N-[4-chloro-2-fluoro-5-(diisopropylaminomethyl)phenyl]-3,4,5,6-tetrahydrophthalimide). The yield is 6.6%. Reaction SMILES: [Cl:1][C:2]1[C:8]([CH2:9][N:10]([CH:14]([CH3:16])[CH3:15])[CH:11]([CH3:13])[CH3:12])=[CH:7][C:5]([NH2:6])=[C:4]([F:17])[CH:3]=1.[C:18]1(=O)[O:23][C:21](=[O:22])[CH:20]2[CH2:24][CH2:25][CH:26]=[CH:27][CH:19]12>C(O)(=O)C>[Cl:1][C:2]1[C:8]([CH2:9][N:10]([CH:14]([CH3:16])[CH3:15])[CH:11]([CH3:12])[CH3:13])=[CH:7][C:5]([N:6]2[C:21](=[O:22])[C:20]3[CH2:24][CH2:25][CH2:26][CH2:27][C:19]=3[C:18]2=[O:23])=[C:4]([F:17])[CH:3]=1. Reported procedure: By the method of Example 2, Step H, 0.50 g (0.0020 mole) of 4-chloro-2-fluoro-5-(diisopropylaminomethyl)aniline and 0.85 g (0.0056 mole) of tetrahydrophthalic anhydride in 20 ml of acetic acid were reacted yielding 0.052 g of N-[4-chloro-2-fluoro-5-(diisopropylaminomethyl)phenyl]-3,4,5,6-tetrahydrophthalimide. The nmr and ir spectra were consistent with the proposed structure. Reactants: OC1=C(C(OC(=C1)C)=O)S (4-hydroxy-6-methyl-3-mercapto-2-pyrone), FC1=CC=C(CCl)C=C1 (p-fluorobenzyl chloride), Cl (hydrochloric acid). Solvent: N1=CC=CC=C1 (pyridine). Conditions: time 4 hour. Yields the product FC1=CC=C(CSC=2C(OC(=CC2O)C)=O)C=C1 (3-(p-fluorobenzylthio)-4-hydroxy-6-methyl-2-pyrone). Reaction SMILES: [OH:1][C:2]1[CH:7]=[C:6]([CH3:8])[O:5][C:4](=[O:9])[C:3]=1[SH:10].[F:11][C:12]1[CH:19]=[CH:18][C:15]([CH2:16]Cl)=[CH:14][CH:13]=1.Cl>N1C=CC=CC=1>[F:11][C:12]1[CH:19]=[CH:18][C:15]([CH2:16][S:10][C:3]2[C:4](=[O:9])[O:5][C:6]([CH3:8])=[CH:7][C:2]=2[OH:1])=[CH:14][CH:13]=1. Procedure: To a stirred solution of 10.5 g. (0.0664 mole) of 4-hydroxy-6-methyl-3-mercapto-2-pyrone in 50 ml. of pyridine was added 9.60 g. (0.0664 mole) of p-fluorobenzyl chloride in one portion. The reaction was slightly exothermic, the temperature rising from 25° to 34°C. The reaction mixture was then allowed to stand at room temperature for four hours and at the end of this period was poured into a mixture of ice and 100 ml. of concentrated hydrochloric acid. The gummy precipitate was extracted with me... The reactants are C1CNCCN1, CC1=N[SH](Cl)NC2=C1OCCC2. Yields the product CC1=N[SH](N2CCNCC2)NC2=C1OCCC2. As a reaction SMILES: [CH2:13]1[CH2:14][NH:15][CH2:16][CH2:17][NH:18]1.[Cl:1][SH:2]1[N:3]=[C:4]([CH3:12])[C:5]2=[C:6]([NH:7]1)[CH2:8][CH2:9][CH2:10][O:11]2>>[SH:2]1([N:15]2[CH2:14][CH2:13][NH:18][CH2:17][CH2:16]2)[N:3]=[C:4]([CH3:12])[C:5]2=[C:6]([NH:7]1)[CH2:8][CH2:9][CH2:10][O:11]2.